The task is: describe an organic reaction: reactants, conditions, products, and yield. This data is from the Open Reaction Database (ORD), a public repository of structured organic reaction records. Reactants: ClCCl (dichloromethane), N#N (N2), BrC=1C=CC(=NC1)C1(CCC(CC1)N[C@@H]1CN(CC1)C(CNC(C1=CC(=CC=C1)C(F)(F)F)=O)=O)O (N-[2-((3S)-3-[4-(5-bromopyridin-2-yl)-4-hydroxycyclohexyl]aminopyrrolidin-1-yl)-2-oxoethyl]-3-(trifluoromethyl)benzamide), C(=O)C1=C(C=CC=C1)B(O)O ((2-formylphenyl)boronic acid), N#N (N2). Reagents/catalysts: Cl[Pd]Cl.C1(=CC=CC=C1)P([C-]1C=CC=C1)C1=CC=CC=C1.[C-]1(C=CC=C1)P(C1=CC=CC=C1)C1=CC=CC=C1.[Fe+2] ([1,1′-bis(diphenylphosphino)ferrocene]-dichloropalladium(II)). The solvent is CN(C)C=O (DMF), C([O-])([O-])=O.[Na+].[Na+] (sodium carbonate). Conditions: temperature 130 celsius. Product: C(=O)C1=C(C=CC=C1)C=1C=CC(=NC1)C1(CCC(CC1)N[C@@H]1CN(CC1)C(CNC(C1=CC(=CC=C1)C(F)(F)F)=O)=O)O (N-{2-[(3S)-3-({4-[5-(2-formylphenyl)pyridin-2-yl]-4-hydroxycyclohexyl}-amino)pyrrolidin-1-yl]-2-oxoethyl}-3-(trifluoromethyl)benzamide). Yield: 74.4%. As a reaction SMILES: Br[C:2]1[CH:3]=[CH:4][C:5]([C:8]2([OH:36])[CH2:13][CH2:12][CH:11]([NH:14][C@H:15]3[CH2:19][CH2:18][N:17]([C:20](=[O:35])[CH2:21][NH:22][C:23](=[O:34])[C:24]4[CH:29]=[CH:28][CH:27]=[C:26]([C:30]([F:33])([F:32])[F:31])[CH:25]=4)[CH2:16]3)[CH2:10][CH2:9]2)=[N:6][CH:7]=1.[CH:37]([C:39]1[CH:44]=[CH:43][CH:42]=[CH:41][C:40]=1B(O)O)=[O:38].N#N.ClCCl>CN(C=O)C.C(=O)([O-])[O-].[Na+].[Na+].Cl[Pd]Cl.C1(P(C2C=CC=CC=2)[C-]2C=CC=C2)C=CC=CC=1.[C-]1(P(C2C=CC=CC=2)C2C=CC=CC=2)C=CC=C1.[Fe+2]>[CH:37]([C:39]1[CH:44]=[CH:43][CH:42]=[CH:41][C:40]=1[C:2]1[CH:3]=[CH:4][C:5]([C:8]2([OH:36])[CH2:13][CH2:12][CH:11]([NH:14][C@H:15]3[CH2:19][CH2:18][N:17]([C:20](=[O:35])[CH2:21][NH:22][C:23](=[O:34])[C:24]4[CH:29]=[CH:28][CH:27]=[C:26]([C:30]([F:32])([F:31])[F:33])[CH:25]=4)[CH2:16]3)[CH2:10][CH2:9]2)=[N:6][CH:7]=1)=[O:38] |f:5.6.7,8.9.10.11|. Procedure: A solution of N-[2-((3S)-3-[4-(5-bromopyridin-2-yl)-4-hydroxycyclohexyl]aminopyrrolidin-1-yl)-2-oxoethyl]-3-(trifluoromethyl)benzamide (30.0 mg, 0.0527 mmol) and (2-formylphenyl)boronic acid (8.6 mg, 0.052 mmol) in DMF (0.60 mL) and aqueous sodium carbonate (2M, 0.198 mL) was degassed with N2 for 5 minutes. Then [1,1′-bis(diphenylphosphino)ferrocene]-dichloropalladium(II), complex with dichloromethane (1:1) (2.2 mg, 0.0026 mmol) was added in under N2 flush. The reaction mixture was degassed with... The reactants are C(C)OC(C1=CC(=CC=C1)SC1=C(NC2=CC(=CC=C12)Cl)C)=O (3-(6-chloro-2-methyl-1H-indol-3-ylsulfanyl)-benzoic acid ethyl ester), BrC=1C=NN(C1)CCC (4-bromo-1-propylpyrazole). Yields the product C(C)OC(C1=CC(=CC=C1)SC1=C(N(C2=CC(=CC=C12)Cl)C=1C=NN(C1)CCC)C)=O (3-[6-Chloro-2-methyl-1-(1-propyl-1H-pyrazol-4-yl)-1H-indol-3-ylsulfanyl]-benzoic acid ethyl ester). RXN SMILES: [CH2:1]([O:3][C:4](=[O:23])[C:5]1[CH:10]=[CH:9][CH:8]=[C:7]([S:11][C:12]2[C:20]3[C:15](=[CH:16][C:17]([Cl:21])=[CH:18][CH:19]=3)[NH:14][C:13]=2[CH3:22])[CH:6]=1)[CH3:2].Br[C:25]1[CH:26]=[N:27][N:28]([CH2:30][CH2:31][CH3:32])[CH:29]=1>>[CH2:1]([O:3][C:4](=[O:23])[C:5]1[CH:10]=[CH:9][CH:8]=[C:7]([S:11][C:12]2[C:20]3[C:15](=[CH:16][C:17]([Cl:21])=[CH:18][CH:19]=3)[N:14]([C:25]3[CH:26]=[N:27][N:28]([CH2:30][CH2:31][CH3:32])[CH:29]=3)[C:13]=2[CH3:22])[CH:6]=1)[CH3:2]. Reported procedure: Prepared according to the procedure described in Example 55, Step 2 using the following starting materials: 3-(6-chloro-2-methyl-1H-indol-3-ylsulfanyl)-benzoic acid ethyl ester and 4-bromo-1-propylpyrazole. Reactants: CC(=O)OC(C)=O, Nc1cccc(-c2nc3ncccc3o2)c1, O, c1ccncc1. The product is CC(=O)Nc1cccc(-c2nc3ncccc3o2)c1. RXN SMILES: [CH3:23][C:24](=[O:25])[O:26][C:27](=[O:28])[CH3:29].[NH2:1][c:2]1[cH:3][c:4](-[c:8]2[o:9][c:10]3[c:11]([n:12][cH:13][cH:14][cH:15]3)[n:16]2)[cH:5][cH:6][cH:7]1.[OH2:30].[cH:17]1[cH:18][cH:19][n:20][cH:21][cH:22]1>>[NH:1]([c:2]1[cH:3][c:4](-[c:8]2[o:9][c:10]3[c:11]([n:12][cH:13][cH:14][cH:15]3)[n:16]2)[cH:5][cH:6][cH:7]1)[C:24]([CH3:23])=[O:25]. The reactants are CNCCNC (N,N′-dimethyl-1,2-ethanediamine), BrC=1C=C(C=CC1)CCO (2-(3-bromophenyl)ethanol), C([O-])([O-])=O.[K+].[K+] (potassium carbonate), 2-oxazolidin-2-one, CNCCNC (N,N′-dimethyl-1,2-ethanediamine), [Cl-].[NH4+] (ammonium chloride). Reagents/catalysts: [Cu]I (copper(I)iodide), [Cu]I (copper(I)iodide). Run in O1CCOCC1 (dioxane). Reaction conditions: temperature 100 celsius, time 2.5 hour. The product is OCCC=1C=C(C=CC1)N1C(OCC1)=O (3-[3-(2-Hydroxyethyl)phenyl]-1,3-oxazolidin-2-one). Isolated yield 64.0%. As a reaction SMILES: Br[C:2]1[CH:3]=[C:4]([CH2:8][CH2:9][OH:10])[CH:5]=[CH:6][CH:7]=1.C[NH:12][CH2:13][CH2:14]NC.[C:17](=[O:20])([O-])[O-:18].[K+].[K+].[Cl-].[NH4+]>O1CCOCC1.[Cu]I>[OH:10][CH2:9][CH2:8][C:4]1[CH:3]=[C:2]([N:12]2[CH2:13][CH2:14][O:18][C:17]2=[O:20])[CH:7]=[CH:6][CH:5]=1 |f:2.3.4,5.6|. Procedure details: A solution 2-(3-bromophenyl)ethanol (1.00 g, 5.00 mmol), 2-oxazolidin-2-one (874 mg, 10.04 mmol), copper(I)iodide (96 mg, 0.50 mmol), N,N′-dimethyl-1,2-ethanediamine (60 μL, 49 mg, 0.56 mmol) and potassium carbonate (1.04 g, 7.50 mmol) were suspended in dioxane (6 mL). The mixture was stirred under nitrogen for 2.5 h at 100° C. After addition of copper(I)iodide (96 mg, 0.50 mmol) and N,N′-dimethyl-1,2-ethanediamine (60 μl, 49 mg, 0.56 mmol) stirring was continued for another 2 h at 100° C. After... Yields the product ClC=1C(=CC2=C(SC(C2=O)C2=CC=CC=C2)C1Cl)OC (6,7-dichloro-5-methoxy-2-phenylbenzo[b]thiophen-3(2H)-one). As a reaction SMILES: [Cl:1][C:2]1[C:7]([Cl:8])=[C:6]([O:9][CH3:10])[CH:5]=[CH:4][C:3]=1[S:11][CH:12]([C:16]1[CH:21]=[CH:20][CH:19]=[CH:18][CH:17]=1)[C:13]([OH:15])=O.S(Cl)(Cl)=O.[Cl-].[Al+3].[Cl-].[Cl-]>C(=S)=S>[Cl:8][C:7]1[C:6]([O:9][CH3:10])=[CH:5][C:4]2[C:13](=[O:15])[CH:12]([C:16]3[CH:21]=[CH:20][CH:19]=[CH:18][CH:17]=3)[S:11][C:3]=2[C:2]=1[Cl:1] |f:2.3.4.5|. Solvent: C(=S)=S (carbon disulfide). Procedure details: A solution of 1.17 g of α-(2,3-dichloro-4-methoxyphenylthio)-α-phenylacetic acid in 25 ml of carbon disulfide is refluxed with 0.5 g of thionyl chloride until the solution becomes clear. The solution is cooled to 5° and to it is added, in small portions, 340 mg of aluminum chloride. The mixture is stirred at reflux for 3 additional hours. Ice-water (20 g) is added to quench the reaction mixture and the product is extracted into dichloromethane. The dichloromethane extract is washed with sodium b... Starting materials: ClC1=C(C=CC(=C1Cl)OC)SC(C(=O)O)C1=CC=CC=C1 (α-(2,3-dichloro-4-methoxyphenylthio)-α-phenylacetic acid), S(=O)(Cl)Cl (thionyl chloride), Ice water, [Cl-].[Al+3].[Cl-].[Cl-] (aluminum chloride).